From a dataset of the Open Reaction Database (ORD), a public repository of structured organic reaction records. describe an organic reaction: reactants, conditions, products, and yield The reactants are C(CC(=O)OCC)(=O)OCC (diethyl malonate), [Na] (Sodium), Cl.ClCC1=NC=CC=C1CCl (2,3-bis(chloromethyl)pyridine hydrochloride). The solvent is C(C)O (ethanol), C(C)O (ethanol). Product: C(C)OC(=O)C1(CC=2C=CC=NC2C1)C(=O)OCC (5,7-dihydro-[1]pyrindine-6,6-dicarboxylic acid diethyl ester). Reaction SMILES: [Na].[C:2]([O:10][CH2:11][CH3:12])(=[O:9])[CH2:3][C:4]([O:6][CH2:7][CH3:8])=[O:5].Cl.Cl[CH2:15][C:16]1[C:21]([CH2:22]Cl)=[CH:20][CH:19]=[CH:18][N:17]=1>C(O)C>[CH2:11]([O:10][C:2]([C:3]1([C:4]([O:6][CH2:7][CH3:8])=[O:5])[CH2:15][C:16]2[N:17]=[CH:18][CH:19]=[CH:20][C:21]=2[CH2:22]1)=[O:9])[CH3:12] |f:2.3,^1:0|. Reported procedure: Sodium metal (0.345 g, 15.0 mmol) is dissolved in ethanol (20 ml) and diethyl malonate (0.713 g, 4.70 mmol) is added, followed by a suspension of 2,3-bis(chloromethyl)pyridine hydrochloride (Org. Process Res. Dev., 2002, 6, 938; 1.0 g, 4.70 mmol) in ethanol (15 ml) over 5 minutes. The reaction is heated to reflux for 5 hours, cooled to ambient temperature and filtered. The filtrate is evaporated, taken into water and extracted with ethyl acetate. The combined organic phases are washed with brine... Reactants: CS(C)=O, ClCCl, CC(C)C1CCNC(=O)C(Cl)C1, [N-]=[N+]=[N-], [Na+], O. Yields the product CC(C)C1CCNC(=O)C(N=[N+]=[N-])C1. As a reaction SMILES: [CH3:20][S:21](=[O:22])[CH3:23].[Cl:17][CH2:18][Cl:19].[Cl:1][CH:2]1[C:3](=[O:12])[NH:4][CH2:5][CH2:6][CH:7]([CH:9]([CH3:10])[CH3:11])[CH2:8]1.[N-:14]=[N+:15]=[N-:16].[Na+:13].[OH2:24]>>[CH:2]1([N:14]=[N+:15]=[N-:16])[C:3](=[O:12])[NH:4][CH2:5][CH2:6][CH:7]([CH:9]([CH3:10])[CH3:11])[CH2:8]1. Starting materials: CC1=C(C)C(=O)OC1=O, CC(=O)O, Nc1cc(C(=O)O)ccc1F. Product: CC(C(=O)O)=C(C)C(O)=Nc1cc(C(=O)O)ccc1F. RXN SMILES: [CH3:12][C:13]1=[C:14]([CH3:20])[C:15](=[O:16])[O:17][C:18]1=[O:19].[CH3:21][C:22](=[O:23])[OH:24].[NH2:1][c:2]1[cH:3][c:4]([C:5](=[O:6])[OH:7])[cH:8][cH:9][c:10]1[F:11]>>[N:1]([c:2]1[cH:3][c:4]([C:5](=[O:6])[OH:7])[cH:8][cH:9][c:10]1[F:11])=[C:18]([C:13]([CH3:12])=[C:14]([C:15](=[O:16])[OH:17])[CH3:20])[OH:19]. The reactants are CCOC(C)=O, Cl, CC(C)(C)OC(=O)CN1CCCCCC(N)C1=O. The product is Cl, NC1CCCCCN(CC(=O)O)C1=O. As a reaction SMILES: [CH3:20][CH2:21][O:22][C:23](=[O:24])[CH3:25].[ClH:19].[NH2:1][CH:2]1[C:3](=[O:18])[N:4]([CH2:10][C:11](=[O:12])[O:13][C:14]([CH3:15])([CH3:16])[CH3:17])[CH2:5][CH2:6][CH2:7][CH2:8][CH2:9]1>>[ClH:19].[NH2:1][CH:2]1[C:3](=[O:18])[N:4]([CH2:10][C:11](=[O:12])[OH:13])[CH2:5][CH2:6][CH2:7][CH2:8][CH2:9]1. Reactants: Nc1ccc(OCCBr)cc1[N+](=O)[O-], C1CCOC1, CNC. Yields the product CN(C)CCOc1ccc(N)c([N+](=O)[O-])c1. RXN SMILES: [Br:1][CH2:2][CH2:3][O:4][c:5]1[cH:6][c:7]([N+:12](=[O:13])[O-:14])[c:8]([NH2:9])[cH:10][cH:11]1.[CH2:18]1[O:19][CH2:20][CH2:21][CH2:22]1.[CH3:15][NH:16][CH3:17]>>[CH2:2]([CH2:3][O:4][c:5]1[cH:6][c:7]([N+:12](=[O:13])[O-:14])[c:8]([NH2:9])[cH:10][cH:11]1)[N:16]([CH3:15])[CH3:17]. Starting materials: O=C([O-])O, CO, Clc1ncc(Cl)c(Cl)n1, NC(=O)C1CCCC1N, [Na+], O. The product is NC(=O)C1CCCC1Nc1nc(Cl)ncc1Cl. RXN SMILES: [C:21](=[O:22])([OH:23])[O-:24].[CH3:10][OH:11].[Cl:12][c:13]1[n:14][cH:15][c:16]([Cl:20])[c:17]([Cl:19])[n:18]1.[NH2:1][CH:2]1[CH:3]([C:7](=[O:8])[NH2:9])[CH2:4][CH2:5][CH2:6]1.[Na+:25].[OH2:26]>>[NH:1]([CH:2]1[CH:3]([C:7](=[O:8])[NH2:9])[CH2:4][CH2:5][CH2:6]1)[c:17]1[c:16]([Cl:20])[cH:15][n:14][c:13]([Cl:12])[n:18]1. Reactants: [BH3-]C#N.[Na+] (NaCNBH3), ClC1=CC=C(C=C1)C1=C(C=CC=C1)C(C)=O (1-(4′-chlorobiphenyl-2-yl)ethanone), [OH-].[Na+] (NaOH), N1(CCNCC1)C(=O)OC(C)(C)C (tert-butyl piperazine-1-carboxylate). Reagents/catalysts: [Ti](Cl)(Cl)(Cl)Cl (titanium(IV) chloride). Run in CO (methanol), ClCCl (dichloromethane), ClCCl (dichloromethane). Run at temperature 0 celsius, time 3 hour. Yields the product ClC1=CC=C(C=C1)C1=C(C=CC=C1)C(C)N1CCN(CC1)C(=O)OC(C)(C)C (tert-butyl 4-(1-(4′-chlorobiphenyl-2-yl)ethyl)piperazine-1-carboxylate). As a reaction SMILES: [Cl:1][C:2]1[CH:7]=[CH:6][C:5]([C:8]2[CH:13]=[CH:12][CH:11]=[CH:10][C:9]=2[C:14](=O)[CH3:15])=[CH:4][CH:3]=1.[N:17]1([C:23]([O:25][C:26]([CH3:29])([CH3:28])[CH3:27])=[O:24])[CH2:22][CH2:21][NH:20][CH2:19][CH2:18]1.[BH3-]C#N.[Na+].[OH-].[Na+]>ClCCl.CO.[Ti](Cl)(Cl)(Cl)Cl>[Cl:1][C:2]1[CH:7]=[CH:6][C:5]([C:8]2[CH:13]=[CH:12][CH:11]=[CH:10][C:9]=2[CH:14]([N:20]2[CH2:19][CH2:18][N:17]([C:23]([O:25][C:26]([CH3:29])([CH3:28])[CH3:27])=[O:24])[CH2:22][CH2:21]2)[CH3:15])=[CH:4][CH:3]=1 |f:2.3,4.5|. Procedure details: A mixture of EXAMPLE 110A (1.9 g) in dichloromethane (3 mL) was treated with 1M titanium(IV) chloride in dichloromethane (9.06 mL), cooled to 0° C., treated with tert-butyl piperazine-1-carboxylate (3.07 g), stirred at ambient temperature for 3 hours, treated with NaCNBH3 (0.828 g) in methanol (5 ml), stirred at room temperature overnight, neutralized with aqueous NaOH and concentrated. The concentrate was treated with ethyl acetate and filtered. The organic filtrate was washed with water and co... The reactants are [NH4+] (ammonium), ( i ), C(C(=O)O)NCP(=O)(O)O (glyphosate), C(C(=O)O)NCP(=O)(O)O (glyphosate), ( iii ), C(C(=O)[O-])NCP.[NH4+] (ammonium glyphosate), ( a ). The solvent is O (water). Product: N (ammonia), C(C(=O)O)NCP(=O)(O)O (glyphosate). Reaction SMILES: C([NH:5]CP)C([O-])=O.[NH4+].[CH2:9]([NH:13][CH2:14][P:15]([OH:18])([OH:17])=[O:16])[C:10]([OH:12])=[O:11].[NH4+]>O>[NH3:5].[CH2:9]([NH:13][CH2:14][P:15]([OH:18])([OH:17])=[O:16])[C:10]([OH:12])=[O:11] |f:0.1|. Procedure details: A process is provided for preparing ammonium glyphosate powder suitable for downstream processing by extrusion to make a granular formulation comprising ammonium glyphosate and surfactant. The process comprises (a) mixing (i) solid particulate glyphosate acid, (ii) water in an amount of about 0.5 to about 3 parts by weight per part by weight of glyphosate acid, and (iii) a base that supplies ammonium cations, in an amount of about 0.8 to about 1.25 mole equivalents of ammonia per mole of glyphos...